Dataset: the Open Reaction Database (ORD), a public repository of structured organic reaction records. Task: describe an organic reaction: reactants, conditions, products, and yield The reactants are OC1COC(CBr)OCC1O, CC1(C)OC2COC(CBr)OCC2O1, C=CC(C)=O. Product: C=CC1(C)OC2COC(CBr)OCC2O1. As a reaction SMILES: [Br:15][CH2:16][CH:17]1[O:18][CH2:19][CH:20]([OH:21])[CH:22]([OH:23])[CH2:24][O:25]1.[Br:1][CH2:2][CH:3]1[O:4][CH2:5][CH:6]2[O:7][C:8]([CH3:13])([CH3:14])[O:9][CH:10]2[CH2:11][O:12]1.[CH3:26][C:27]([CH:28]=[CH2:29])=[O:30]>>[Br:1][CH2:2][CH:3]1[O:4][CH2:5][CH:6]2[O:7][C:8]([CH:13]=[CH2:16])([CH3:14])[O:9][CH:10]2[CH2:11][O:12]1. The reactants are C=C1CC(=O)O1 (diketene), C1(CCCCCCC1)N (cyclooctylamine). The solvent is O1CCCC1 (tetrahydrofuran). Run at temperature -5 celsius, time 4 hour. The product is C1(CCCCCCC1)NC(CC(C)=O)=O (N-cyclooctyl-acetylacetamide). Isolated yield 99.6%. As a reaction SMILES: [CH2:1]=[C:2]1[O:6][C:4](=[O:5])[CH2:3]1.[CH:7]1([NH2:15])[CH2:14][CH2:13][CH2:12][CH2:11][CH2:10][CH2:9][CH2:8]1>O1CCCC1>[CH:7]1([NH:15][C:4](=[O:5])[CH2:3][C:2](=[O:6])[CH3:1])[CH2:14][CH2:13][CH2:12][CH2:11][CH2:10][CH2:9][CH2:8]1. Procedure: 84 g of diketene were added over 30 minutes to a stirred mixture of 127 g of cyclooctylamine and 800 ml of tetrahydrofuran cooled to -5° C. and the mixture was stirred for 4 hours at 20° C. and then evaporated to dryness under reduced pressure to obtain 210 g of N-cyclooctyl-acetylacetamide melting at 44° C. 63 g of the said product and 1 g of p-toluene sulfonic acid were added to a mixture of 150 ml of methanol and 40 g of methyl orthoformate and after stirring the mixture for 16 hours, 1.5 ml ...